Dataset: the Open Reaction Database (ORD), a public repository of structured organic reaction records. Task: describe an organic reaction: reactants, conditions, products, and yield The reactants are CO, N#Cc1c(F)cc(F)cc1F, OC1CCNCC1. The product is N#Cc1c(F)cc(N2CCC(O)CC2)cc1F. As a reaction SMILES: [CH3:19][OH:20].[F:1][c:2]1[c:3]([C:4]#[N:5])[c:6]([F:11])[cH:7][c:8]([F:10])[cH:9]1.[OH:12][CH:13]1[CH2:14][CH2:15][NH:16][CH2:17][CH2:18]1>>[F:1][c:2]1[c:3]([C:4]#[N:5])[c:6]([F:11])[cH:7][c:8]([N:16]2[CH2:15][CH2:14][CH:13]([OH:12])[CH2:18][CH2:17]2)[cH:9]1. The reactants are CCOC(C)=O, COC(=O)C(C)c1ccc2ncsc2c1, [Na+], [OH-]. The product is CC(C(=O)O)c1ccc2ncsc2c1. Reaction SMILES: [CH3:18][CH2:19][O:20][C:21](=[O:22])[CH3:23].[CH3:1][O:2][C:3]([CH:4]([CH3:5])[c:6]1[cH:7][c:8]2[c:9]([n:10][cH:11][s:12]2)[cH:13][cH:14]1)=[O:15].[Na+:17].[OH-:16]>>[O:2]=[C:3]([CH:4]([CH3:5])[c:6]1[cH:7][c:8]2[c:9]([n:10][cH:11][s:12]2)[cH:13][cH:14]1)[OH:15].